describe an organic reaction: reactants, conditions, products, and yield From a dataset of the Open Reaction Database (ORD), a public repository of structured organic reaction records. Starting materials: OC(CN)C=1N=C(SC1)C(F)(F)F (2-hydroxy-2-(2-trifluoromethyl-thiazol-4-yl)ethanamine), OC1=CC=C(C=C1)CC(C)=O (4-hydroxyphenyl-propan-2-one). Product: OC1=CC=C(C=C1)CC(C)NCC(C=1N=C(SC1)C(F)(F)F)O (N-[2-(4-Hydroxyphenyl)-1-methylethyl]-2-hydroxy-2-(2-trifluoromethylthiazol-4-yl)ethanamine). As a reaction SMILES: [OH:1][CH:2]([C:5]1[N:6]=[C:7]([C:10]([F:13])([F:12])[F:11])[S:8][CH:9]=1)[CH2:3][NH2:4].[OH:14][C:15]1[CH:20]=[CH:19][C:18]([CH2:21][C:22](=O)[CH3:23])=[CH:17][CH:16]=1>>[OH:14][C:15]1[CH:20]=[CH:19][C:18]([CH2:21][CH:22]([NH:4][CH2:3][CH:2]([OH:1])[C:5]2[N:6]=[C:7]([C:10]([F:13])([F:12])[F:11])[S:8][CH:9]=2)[CH3:23])=[CH:17][CH:16]=1. Procedure details: Prepared by analogy to Example 13 by reaction of 2-hydroxy-2-(2-trifluoromethyl-thiazol-4-yl)ethanamine with 4-hydroxyphenyl-propan-2-one followed by purification of the base on a silica gel column using chloroform/methanol=9:1 as eluant. The reactants are 2-(formyl-3-methoxyphenoxy)ethyl polystyrene, resin, BrC=1C=CC(=C(C1)/C=C/C(=O)O)OC ((E)-3-(5-bromo-2-methoxy-phenyl)-acrylic acid), F[B-](F)(F)F.N1(N=NC2=C1C=CC=C2)OC(=[N+](C)C)N(C)C (2-(1H-benzotriazol-1-yl)-1,1,3,3,-tetramethyluronium tetrafluoroborate), C(C)(C)N(CC)C(C)C (diisopropylethylamine), C1(=CC=CC=C1)P(C1=CC=CC=C1)C1=CC=CC=C1 (triphenylphosphine), N1C=NC=C1 (imidazole), II (iodine), NCCO (2-amino ethanol), C(C)(=O)O[BH-](OC(C)=O)OC(C)=O.[Na+] (sodium triacetoxyborohydride), C(C)(=O)OC1(CCNCC1)CC1=CC=C(C=C1)F (4-(4-fluoro-benzyl)-piperidin-4-ol acetate), C(C)(C)N(CC)C(C)C (diisopropylethylamine), resin. Run in CO (methanol), CN(C)C=O (DMF), CN(C)C=O (DMF), COC(OC)OC.ClCCl (trimethylorthoformate dichloromethane), CN(C)C=O (DMF). Run at temperature 20 celsius, time 8 hour. The product is BrC=1C=CC(=C(C1)/C=C/C(=O)NCCN1CCC(CC1)(O)CC1=CC=C(C=C1)F)OC ((E)-3-(5-Bromo-2-methoxy-phenyl)-N-{2-[4-(4-fluoro-benzyl)-4-hydroxy-piperidin-1-yl]-ethyl}-acrylamide). As a reaction SMILES: N[CH2:2][CH2:3][OH:4].C(O[BH-](O[C:15](=[O:17])[CH3:16])OC(=O)C)(=O)C.[Na+].C1(P(C2C=CC=CC=2)C2C=CC=CC=2)C=CC=CC=1.[NH:38]1C=CN=C1.II.C(OC1(C[C:56]2[CH:61]=[CH:60][C:59]([F:62])=[CH:58][CH:57]=2)CCNCC1)(=O)C.[CH:63]([N:66]([CH:69]([CH3:71])C)[CH2:67][CH3:68])([CH3:65])C.[Br:72][C:73]1[CH:74]=[CH:75][C:76]([O:84][CH3:85])=[C:77](/[CH:79]=C/C(O)=O)[CH:78]=1.F[B-](F)(F)F.N1(OC(N(C)C)=[N+](C)C)C2C=CC=CC=2N=N1>COC(OC)OC.ClCCl.CN(C=O)C.CO>[Br:72][C:73]1[CH:74]=[CH:75][C:76]([O:84][CH3:85])=[C:77](/[CH:79]=[CH:2]/[C:3]([NH:38][CH2:71][CH2:69][N:66]2[CH2:63][CH2:65][C:15]([CH2:16][C:56]3[CH:57]=[CH:58][C:59]([F:62])=[CH:60][CH:61]=3)([OH:17])[CH2:68][CH2:67]2)=[O:4])[CH:78]=1 |f:1.2,9.10,11.12|. Procedure details: To a suspension of 2-(formyl-3-methoxyphenoxy)ethyl polystyrene (AMEBA) resin (ex Novabiochem) (1.5 g, 1.05 mmol) in a mixture of trimethylorthoformate/dichloromethane (15 ml, 1:1 v/v) is added 2-amino ethanol (0.317 ml, 5.25 mmol), sodium triacetoxyborohydride (1.113 g, 5.25 mmol) followed by methanol (2 ml) and the mixture shaken for 8 hours at 20° C., then filtered. The resin is washed with methanol, dichloromethane and THF. The dried resin is suspended in THF/acetonitrile (40 ml, 9:1 v/v) an... The reactants are COCCOc1cc([N+](=O)[O-])c2[nH]c(C(=O)NCC(SCc3ccccc3)C(OC)OC)cc2c1, ClCCl, O=C(OC(=O)C(F)(F)F)C(F)(F)F, O, O=P(c1ccccc1)(c1ccccc1)c1ccccc1, CSc1ccccc1. Yields the product COCCOc1cc([N+](=O)[O-])c2[nH]c(C3=NCC(C(OC)OC)S3)cc2c1. As a reaction SMILES: [CH2:34]([c:36]1[cH:37][cH:38][cH:39][cH:40][cH:46]1)[S:41][CH:42]([CH2:43][NH:44][C:45](=[O:35])[c:47]1[nH:48][c:49]2[c:50]([N+:61](=[O:62])[O-:63])[cH:51][c:52]([O:56][CH2:57][CH2:58][O:59][CH3:60])[cH:53][c:54]2[cH:55]1)[CH:64]([O:65][CH3:66])[O:67][CH3:68].[Cl:77][CH2:78][Cl:79].[F:21][C:22]([F:23])([F:24])[C:25]([O:26][C:27](=[O:28])[C:29]([F:30])([F:31])[F:32])=[O:33].[OH2:80].[c:1]1([P:2](=[O:3])([c:4]2[cH:5][cH:6][cH:7][cH:8][cH:9]2)[c:10]2[cH:11][cH:12][cH:13][cH:14][cH:15]2)[cH:16][cH:17][cH:18][cH:19][cH:20]1.[c:69]1([S:70][CH3:71])[cH:72][cH:73][cH:74][cH:75][cH:76]1>>[S:41]1[CH:42]([CH:64]([O:65][CH3:66])[O:67][CH3:68])[CH2:43][N:44]=[C:45]1[c:47]1[nH:48][c:49]2[c:50]([N+:61](=[O:62])[O-:63])[cH:51][c:52]([O:56][CH2:57][CH2:58][O:59][CH3:60])[cH:53][c:54]2[cH:55]1. Starting materials: [OH-].[Na+] (sodium hydroxide), O (water), OO (hydrogen peroxide), ClC1=CC(=C(C=C1O)N1C(C=2CC=CCC2C1=O)=O)F (2-(4-chloro-2-fluoro-5-hydroxyphenyl)-4,7-dihydro-1H-isoindole-1,3(2H)-dione), solution, crude product. The solvent is O1CCCC1 (tetrahydrofuran), O1CCCC1 (THF), C(C)(=O)OCC (ethyl acetate). Run at time 1 hour. Yields the product ClC1=CC(=C(C=C1O)N1C(C=2CCC(CC2C1=O)O)=O)F (2-(4-chloro-2-fluoro-5-hydroxyphenyl)-4,5,6,7-tetrahydro-5-hydroxy-1H-isoindole-1.3(2H)-dione). Reaction SMILES: [Cl:1][C:2]1[C:7]([OH:8])=[CH:6][C:5]([N:9]2[C:17](=[O:18])[C:16]3[CH2:15][CH:14]=[CH:13][CH2:12][C:11]=3[C:10]2=[O:19])=[C:4]([F:20])[CH:3]=1.[OH-:21].[Na+].O.OO>O1CCCC1.C(OCC)(=O)C>[Cl:1][C:2]1[C:7]([OH:8])=[CH:6][C:5]([N:9]2[C:10](=[O:19])[C:11]3[CH2:12][CH:13]([OH:21])[CH2:14][CH2:15][C:16]=3[C:17]2=[O:18])=[C:4]([F:20])[CH:3]=1 |f:1.2|. Reported procedure: To a solution of 500 mg(1.61 mmol) of 2-(4-chloro-2-fluoro-5-hydroxyphenyl)-4,7-dihydro-1H-isoindole-1,3(2H)-dione in 10 mL of tetrahydrofuran (THF) was added 1.94 mL of a 1M solution of BH3 in THF at 0° C. The mixture was then stirred at the same temperature for 1 h. Then, the mixture was warmed to room temperature. A solution of 3.0 mL of 6N aqueous sodium hydroxide, 1.8 mL of water, and 2.1 mL of 30% aqueous hydrogen peroxide were added subsequently. The mixture was stirred at the same temper... Reactants: F[B-](F)(F)F, O=C1Cc2c(Br)cccc2N1, CC(C)(C)P(C(C)(C)C)C(C)(C)C, COC(C)(C)C, CCOC(C)=O, [Li]C(C)CC, [Cl-], [Cl-], CC(C)(C)OC(=O)N1CCCC1, CC(=O)[O-], CC(=O)[O-], [Pd+2], [Zn+2]. Product: CC(C)(C)OC(=O)N1CCCC1c1cccc2c1CC(=O)N2. As a reaction SMILES: [B-:29]([F:30])([F:31])([F:32])[F:33].[Br:18][c:19]1[c:20]2[c:24]([cH:25][cH:26][cH:27]1)[NH:23][C:22](=[O:28])[CH2:21]2.[C:34]([P:35]([C:36]([CH3:37])([CH3:38])[CH3:39])[C:40]([CH3:41])([CH3:42])[CH3:43])([CH3:44])([CH3:45])[CH3:46].[C:47]([O:48][CH3:49])([CH3:50])([CH3:51])[CH3:52].[CH3:65][CH2:66][O:67][C:68]([CH3:69])=[O:70].[CH:1]([Li:2])([CH2:3][CH3:4])[CH3:5].[Cl-:53].[Cl-:55].[N:6]1([C:11](=[O:12])[O:13][C:14]([CH3:15])([CH3:16])[CH3:17])[CH2:7][CH2:8][CH2:9][CH2:10]1.[O-:57][C:58]([CH3:59])=[O:60].[O-:61][C:62]([CH3:63])=[O:64].[Pd+2:56].[Zn+2:54]>>[N:6]1([C:11](=[O:12])[O:13][C:14]([CH3:15])([CH3:16])[CH3:17])[CH:7]([c:19]2[c:20]3[c:24]([cH:25][cH:26][cH:27]2)[NH:23][C:22](=[O:28])[CH2:21]3)[CH2:8][CH2:9][CH2:10]1.